This data is from the Open Reaction Database (ORD), a public repository of structured organic reaction records. The task is: describe an organic reaction: reactants, conditions, products, and yield Reactants: Cl (hydrochloric acid), CO (methanol), COC=1C=C(C=C(C1OCOC)C)N1C(OCC1)=O (3-(3-methoxy-4-methoxymethoxy-5-methylphenyl)oxazolidin-2-one). The solvent is O (Water). Reaction conditions: temperature 50 celsius, time 10 minute. Yields the product OC1=C(C=C(C=C1C)N1C(OCC1)=O)OC (3-(4-hydroxy-3-methoxy-5-methylphenyl)oxazolidin-2-one). Isolated yield 108.6%. Reaction SMILES: Cl.CO.[CH3:4][O:5][C:6]1[CH:7]=[C:8]([N:17]2[CH2:21][CH2:20][O:19][C:18]2=[O:22])[CH:9]=[C:10]([CH3:16])[C:11]=1[O:12]COC>O>[OH:12][C:11]1[C:10]([CH3:16])=[CH:9][C:8]([N:17]2[CH2:21][CH2:20][O:19][C:18]2=[O:22])=[CH:7][C:6]=1[O:5][CH3:4]. Procedure details: 10% hydrochloric acid (5 ml) was added to a methanol solution (5 ml) of 3-(3-methoxy-4-methoxymethoxy-5-methylphenyl)oxazolidin-2-one (0.48 g, 1.79 mmol) and the mixture was stirred at 50° C. for 10 minutes. Water was added to the reaction solution, which was extracted with ethyl acetate. The extracted material was dried over magnesium sulfate, and thereafter concentrated to dryness under reduced pressure to obtain 3-(4-hydroxy-3-methoxy-5-methylphenyl)oxazolidin-2-one (434 mg) as a light yellow... Reactants: ClC=1C=NC(N(C1)CCC1=C(C=CC=C1)O)=O (5-chloro-1-(2-hydroxyphenethyl)pyrimidin-2-one), O (water). The reagents and catalysts are [O-2].[O-2].[O-2].[Cr+6] (chromium trioxide). Solvent: N1=CC=CC=C1 (pyridine), N1=CC=CC=C1 (pyridine). Yields the product ClC=1C=NC(N(C1)CC(=O)C1=CC=CC=C1)=O (5-Chloro-1-phenacylpyrimidin-2-one). Reaction SMILES: [Cl:1][C:2]1[CH:3]=[N:4][C:5](=[O:17])[N:6]([CH2:8][CH2:9][C:10]2[CH:15]=[CH:14][CH:13]=[CH:12][C:11]=2O)[CH:7]=1.[OH2:18]>N1C=CC=CC=1.[O-2].[O-2].[O-2].[Cr+6]>[Cl:1][C:2]1[CH:3]=[N:4][C:5](=[O:17])[N:6]([CH2:8][C:9]([C:10]2[CH:15]=[CH:14][CH:13]=[CH:12][CH:11]=2)=[O:18])[CH:7]=1 |f:3.4.5.6|. Procedure details: A solution of 5-chloro-1-(2-hydroxyphenethyl)pyrimidin-2-one (251 mg) in pyridine (6 ml) was added to the stirred suspension obtained by adding chromium trioxide (408 mg) to pyridine (4 ml). After 21/2 hours the mixture was diluted with water (10 ml) and the products were extracted with ethyl acetate (150 ml). The extract was washed with N-hydrochloric acid (2×25 ml) and water (50 ml), dried (MgSO4) and evaporated to a solid (271 mg). Crystallisation of this from ethanol followed by purification... The reactants are NC=1C=C(C=CC1)NC1=NC=C(C(=N1)NC1=CC(=CC=C1)N)F (N2,N4-Bis(3-aminophenyl)-5-fluoro-2,4-pyrimidinediamine), BrCC(=O)OC(C)(C)C (tert-butyl bromoacetate). Product: C(C)(C)(C)OC(=O)C=NC=1C=C(C=CC1)NC1=NC=C(C(=N1)NC1=CC(=CC=C1)N=CC(=O)OC(C)(C)C)F (N2,N4-bis(3-tert-butoxycarbonylmethyleneaminophenyl)-5-fluoro-2,4-pyrimidinediamine). As a reaction SMILES: [NH2:1][C:2]1[CH:3]=[C:4]([NH:8][C:9]2[N:14]=[C:13]([NH:15][C:16]3[CH:21]=[CH:20][CH:19]=[C:18]([NH2:22])[CH:17]=3)[C:12]([F:23])=[CH:11][N:10]=2)[CH:5]=[CH:6][CH:7]=1.Br[CH2:25][C:26]([O:28][C:29]([CH3:32])([CH3:31])[CH3:30])=[O:27]>>[C:29]([O:28][C:26]([CH:25]=[N:1][C:2]1[CH:3]=[C:4]([NH:8][C:9]2[N:14]=[C:13]([NH:15][C:16]3[CH:21]=[CH:20][CH:19]=[C:18]([N:22]=[CH:25][C:26]([O:28][C:29]([CH3:32])([CH3:31])[CH3:30])=[O:27])[CH:17]=3)[C:12]([F:23])=[CH:11][N:10]=2)[CH:5]=[CH:6][CH:7]=1)=[O:27])([CH3:32])([CH3:31])[CH3:30]. Reported procedure: N2,N4-Bis(3-aminophenyl)-5-fluoro-2,4-pyrimidinediamine and tert-butyl bromoacetate were reacted together to give N2,N4-bis(3-tert-butoxycarbonylmethyleneaminophenyl)-5-fluoro-2,4-pyrimidinediamine. LCMS: ret. time: 29.34 min.; purity: 97.2%; MS (m/e): 427.07 (MH+).